Dataset: the Open Reaction Database (ORD), a public repository of structured organic reaction records. Task: describe an organic reaction: reactants, conditions, products, and yield The reactants are CC1(C)OCC(CONC(=O)c2ccc(F)c(F)c2Nc2ccc(I)cc2F)O1, CO, CCOC(C)=O, O. Product: O=C(NOCC(O)CO)c1ccc(F)c(F)c1Nc1ccc(I)cc1F. Reaction SMILES: [CH3:1][C:2]1([CH3:29])[O:3][CH2:4][CH:5]([CH2:7][O:8][NH:9][C:10]([c:11]2[c:12]([NH:19][c:20]3[c:21]([F:27])[cH:22][c:23]([I:26])[cH:24][cH:25]3)[c:13]([F:18])[c:14]([F:17])[cH:15][cH:16]2)=[O:28])[O:6]1.[CH3:30][OH:31].[CH3:33][CH2:34][O:35][C:36]([CH3:37])=[O:38].[OH2:32]>>[OH:3][CH2:4][CH:5]([OH:6])[CH2:7][O:8][NH:9][C:10]([c:11]1[c:12]([NH:19][c:20]2[c:21]([F:27])[cH:22][c:23]([I:26])[cH:24][cH:25]2)[c:13]([F:18])[c:14]([F:17])[cH:15][cH:16]1)=[O:28]. Reactants: BrCC1=CC=2C(=NSN2)C=C1 (5-Bromomethylbenzo-2,1,3-thiadiazole), C([O-])([O-])=O.[Ca+2] (calcium carbonate). The solvent is O1CCOCC1.O (dioxane water). Product: OCC1=CC=2C(=NSN2)C=C1 (5-hydroxymethylbenzo-2,1,3-thiadiazole). The yield is 76.4%. Reaction SMILES: Br[CH2:2][C:3]1[CH:11]=[CH:10][C:6]2=[N:7][S:8][N:9]=[C:5]2[CH:4]=1.C(=O)([O-])[O-:13].[Ca+2]>O1CCOCC1.O>[OH:13][CH2:2][C:3]1[CH:11]=[CH:10][C:6]2=[N:7][S:8][N:9]=[C:5]2[CH:4]=1 |f:1.2,3.4|. Procedure details: 5-Bromomethylbenzo-2,1,3-thiadiazole (4.8 g) and calcium carbonate (10 g) were heated at reflux in 1:1 dioxane/water (120 mL) for 3 hours. The solvents were evaporated and the residue was partitioned between 2N hydrochloric acid and methylene 6 3 chloride. The organic layers were dried (magnesium sulfate), evaporated and chromatographed on silica gel eluting with 1:1 ethyl acetate/hexane to provide 2.66 g of the title compound. Reactants: CSC1=NN=C(O1)C1=C(C=CC=C1)CS(=O)(=O)N (2-[5-(Methylthio)-1,3,4-oxadiazol-2-yl]benzenemethanesulfonamide), C([O-])([O-])=O.[K+].[K+] (potassium carbonate), C(CCC)N=C=O (n-butylisocyanate). The solvent is CC(CC)=O (2-butanone). Run at time 8 hour. The product is C(CCC)NC(=O)NS(=O)(=O)CC1=C(C=CC=C1)C=1OC(=NN1)SC (N-(Butylaminocarbonyl)-2-[5-(methylthio)-1,3,4-oxadiazol-2-yl]benzenemethanesulfonamide). Yield: 92.8%. RXN SMILES: [CH3:1][S:2][C:3]1[O:7][C:6]([C:8]2[CH:13]=[CH:12][CH:11]=[CH:10][C:9]=2[CH2:14][S:15]([NH2:18])(=[O:17])=[O:16])=[N:5][N:4]=1.C(=O)([O-])[O-].[K+].[K+].[CH2:25]([N:29]=[C:30]=[O:31])[CH2:26][CH2:27][CH3:28]>CC(=O)CC>[CH2:25]([NH:29][C:30]([NH:18][S:15]([CH2:14][C:9]1[CH:10]=[CH:11][CH:12]=[CH:13][C:8]=1[C:6]1[O:7][C:3]([S:2][CH3:1])=[N:4][N:5]=1)(=[O:17])=[O:16])=[O:31])[CH2:26][CH2:27][CH3:28] |f:1.2.3|. Procedure details: A suspension containing 16 g of the sulfonamide of Example 3, 7.7 g of potassium carbonate and 6.7 g of n-butylisocyanate in 130 of 2-butanone was refluxed for 4 hours, then stirred overnight at room temperature. After concentrating the mixture in vacuo, the residue was diluted with about 150 ml of water and the solution was washed 1×100 ml of ethyl ether. The aqueous layer was acidified with concentrated hydrochloric acid (red to litmus paper) and the resulting suspension was filtered, then suc... The reactants are FC1=CC=C(C=C1)C(CC(=O)OCC)=O (ethyl 3-(4-fluorophenyl)-3-oxopropionate), FC(C=1C=C(CCl)C=CC1)(F)F (3-trifluoromethylbenzyl chloride), C([O-])([O-])=O.[K+].[K+] (potassium carbonate). Solvent: C(C)#N (acetonitrile). Run at temperature 60 celsius, time 24 hour. Yields the product FC1=CC=C(C=C1)C(C(C(=O)OCC)CC1=CC(=CC=C1)C(F)(F)F)=O (ethyl 3-(4-fluorophenyl)-3-oxo-2-(3-trifluoromethylbenzyl)propionate). The yield is 64.7%. Reaction SMILES: [F:1][C:2]1[CH:7]=[CH:6][C:5]([C:8](=[O:15])[CH2:9][C:10]([O:12][CH2:13][CH3:14])=[O:11])=[CH:4][CH:3]=1.[F:16][C:17]([F:27])([F:26])[C:18]1[CH:19]=[C:20]([CH:23]=[CH:24][CH:25]=1)[CH2:21]Cl.C(=O)([O-])[O-].[K+].[K+]>C(#N)C>[F:1][C:2]1[CH:3]=[CH:4][C:5]([C:8](=[O:15])[CH:9]([CH2:21][C:20]2[CH:23]=[CH:24][CH:25]=[C:18]([C:17]([F:16])([F:26])[F:27])[CH:19]=2)[C:10]([O:12][CH2:13][CH3:14])=[O:11])=[CH:6][CH:7]=1 |f:2.3.4|. Procedure: A mixture of ethyl 3-(4-fluorophenyl)-3-oxopropionate (10 g, 47.6 mmol), 3-trifluoromethylbenzyl chloride (8.33 g, 42.8 mmol), potassium carbonate (13.2 g, 95.1 mmol) and acetonitrile (200 ml) was stirred at 60° C. for 24 hrs. The reaction solution was concentrated under reduced pressure, water (200 ml) was added, and the mixture was extracted with ethyl acetate (200, 100 ml). The extract was washed with water, dried over anhydrous magnesium sulfate and evaporated under reduced pressure. The res...